From a dataset of the Open Reaction Database (ORD), a public repository of structured organic reaction records. describe an organic reaction: reactants, conditions, products, and yield Reactants: O=C=Nc1cccc(C(F)(F)F)c1, CC(C)(C)C(N)C(=O)NC1CCN(Cc2ccccc2)C1. The product is CC(C)(C)C(NC(=O)Nc1cccc(C(F)(F)F)c1)C(=O)NC1CCN(Cc2ccccc2)C1. Reaction SMILES: [F:1][C:2]([c:3]1[cH:4][c:5]([N:9]=[C:10]=[O:11])[cH:6][cH:7][cH:8]1)([F:12])[F:13].[NH2:14][CH:15]([C:16](=[O:17])[NH:18][CH:19]1[CH2:20][N:21]([CH2:24][c:25]2[cH:26][cH:27][cH:28][cH:29][cH:30]2)[CH2:22][CH2:23]1)[C:31]([CH3:32])([CH3:33])[CH3:34]>>[F:1][C:2]([c:3]1[cH:4][c:5]([NH:9][C:10](=[O:11])[NH:14][CH:15]([C:16](=[O:17])[NH:18][CH:19]2[CH2:20][N:21]([CH2:24][c:25]3[cH:26][cH:27][cH:28][cH:29][cH:30]3)[CH2:22][CH2:23]2)[C:31]([CH3:32])([CH3:33])[CH3:34])[cH:6][cH:7][cH:8]1)([F:12])[F:13]. Starting materials: C(C)(C)(C)OC(=O)N1CCC(CC1)C#N (1-tert-butyloxycarbonyl-4-cyanopiperidine), BrCCl (bromochloromethane), [Li]CCCC (BuLi), C(C)(C)NC(C)C (diisopropylamine). Solvent: O1CCCC1 (tetrahydrofuran), O1CCCC1 (tetrahydrofuran), CCCCCC (hexane), O1CCCC1 (tetrahydrofuran), O (water). The product is C(C)(C)(C)OC(=O)N1CCC(CC1)(C#N)CCl (tert-Butyl-4-chloromethyl-4-cyanopiperidine-1-carboxylate). Yield: 108.4%. Reaction SMILES: [Li]CCCC.C(NC(C)C)(C)C.[C:13]([O:17][C:18]([N:20]1[CH2:25][CH2:24][CH:23]([C:26]#[N:27])[CH2:22][CH2:21]1)=[O:19])([CH3:16])([CH3:15])[CH3:14].Br[CH2:29][Cl:30]>CCCCCC.O1CCCC1.O>[C:13]([O:17][C:18]([N:20]1[CH2:25][CH2:24][C:23]([CH2:29][Cl:30])([C:26]#[N:27])[CH2:22][CH2:21]1)=[O:19])([CH3:16])([CH3:14])[CH3:15]. Procedure details: A solution of 1.42M-BuLi in hexane (7.75 ml) was added dropwise to a stirred solution of diisopropylamine (1.1 g) in tetrahydrofuran (30 ml) at -50° under nitrogen. The solution was warmed to 0°, cooled to -65°, and a solution of 1-tert-butyloxycarbonyl-4-cyanopiperidine (2.1 g) in tetrahydrofuran (20 ml) added dropwise, such that the temperature remained below -65°. The mixture was warmed to ambient temperature, cooled to -65°, and added dropwise to a stirred solution of bromochloromethane (6.4... Starting materials: C1CNCCN1, COCCOCCOC, [Cl-], Cc1cc(C)nc(Cl)c1, [Na+], O. Yields the product Cc1cc(C)nc(N2CCNCC2)c1. As a reaction SMILES: [CH2:10]1[CH2:11][NH:12][CH2:13][CH2:14][NH:15]1.[CH3:18][O:19][CH2:20][CH2:21][O:22][CH2:23][CH2:24][O:25][CH3:26].[Cl-:17].[Cl:1][c:2]1[n:3][c:4]([CH3:9])[cH:5][c:6]([CH3:8])[cH:7]1.[Na+:16].[OH2:27]>>[c:2]1([N:12]2[CH2:11][CH2:10][NH:15][CH2:14][CH2:13]2)[n:3][c:4]([CH3:9])[cH:5][c:6]([CH3:8])[cH:7]1.